This data is from the Open Reaction Database (ORD), a public repository of structured organic reaction records. The task is: describe an organic reaction: reactants, conditions, products, and yield The reactants are Nc1cccc(Br)c1, CCOC(C)=O, CN(C)c1ccc2ncc(C#N)c(Cl)c2c1. Product: Cl, CN(C)c1ccc2ncc(C#N)c(Nc3cccc(Br)c3)c2c1. RXN SMILES: [Br:17][c:18]1[cH:19][c:20]([NH2:21])[cH:22][cH:23][cH:24]1.[CH3:25][CH2:26][O:27][C:28]([CH3:29])=[O:30].[Cl:1][c:2]1[c:3]([C:15]#[N:16])[cH:4][n:5][c:6]2[cH:7][cH:8][c:9]([N:12]([CH3:13])[CH3:14])[cH:10][c:11]12>>[ClH:1].[c:2]1([NH:21][c:20]2[cH:19][c:18]([Br:17])[cH:24][cH:23][cH:22]2)[c:3]([C:15]#[N:16])[cH:4][n:5][c:6]2[cH:7][cH:8][c:9]([N:12]([CH3:13])[CH3:14])[cH:10][c:11]12. Reactants: COc1cccc(Br)c1, Nc1c(C(=S)Oc2ccccn2)cnn1-c1ccc(F)cc1. Yields the product COc1cccc(C(=O)c2cnn(-c3ccc(F)cc3)c2N)c1. RXN SMILES: [Br:1][c:2]1[cH:3][c:4]([O:8][CH3:9])[cH:5][cH:6][cH:7]1.[NH2:10][c:11]1[c:12]([C:23]([O:25][c:24]2[cH:26][cH:27][cH:28][cH:29][n:30]2)=[S:31])[cH:13][n:14][n:15]1-[c:16]1[cH:17][cH:18][c:19]([F:22])[cH:20][cH:21]1>>[c:2]1([C:23]([c:12]2[c:11]([NH2:10])[n:15](-[c:16]3[cH:17][cH:18][c:19]([F:22])[cH:20][cH:21]3)[n:14][cH:13]2)=[O:25])[cH:3][c:4]([O:8][CH3:9])[cH:5][cH:6][cH:7]1. Reactants: NC1=C(C(=O)O)C(=CC=C1)Cl (2-amino-6-chlorobenzoic acid), N1C=NC=C1 (imidazole), Cl.NC1C(NC(CC1)=O)=O (3-amino-piperidine-2,6-dione hydrogen chloride), N1C=NC=C1 (imidazole), P(OC1=CC=CC=C1)(OC1=CC=CC=C1)OC1=CC=CC=C1 (triphenyl phosphite), C(C)(=O)Cl (acetyl chloride). Solvent: C(C)#N (acetonitrile), O (water). Conditions: time 8 hour. The product is ClC1=C2C(N(C(=NC2=CC=C1)C)C1C(NC(CC1)=O)=O)=O (3-(5-chloro-2-methyl-4-oxo-4H-quinazolin-3-yl)-piperidine-2,6-dione). Isolated yield 32.7%. Reaction SMILES: [NH2:1][C:2]1[CH:10]=[CH:9][CH:8]=[C:7]([Cl:11])[C:3]=1[C:4]([OH:6])=O.N1[CH:16]=[CH:15]N=C1.C(Cl)(=O)C.Cl.[NH2:22][CH:23]1[CH2:28][CH2:27][C:26](=[O:29])[NH:25][C:24]1=[O:30].P(OC1C=CC=CC=1)(OC1C=CC=CC=1)OC1C=CC=CC=1>C(#N)C.O>[Cl:11][C:7]1[CH:8]=[CH:9][CH:10]=[C:2]2[C:3]=1[C:4](=[O:6])[N:22]([CH:23]1[CH2:28][CH2:27][C:26](=[O:29])[NH:25][C:24]1=[O:30])[C:15]([CH3:16])=[N:1]2 |f:3.4|. Procedure details: To a stirred mixture of 2-amino-6-chlorobenzoic acid (2.3 g, 13 mmol) and imidazole (1.1 g, 16 mmol) in acetonitrile (25 mL), was added acetyl chloride (1.1 mL, 16 mmol) at room temperature. The mixture was stirred at room temperature overnight. To the mixture, was added 3-amino-piperidine-2,6-dione hydrogen chloride (2.2 g, 13 mmol), imidazole (2.0 g, 30 mmol) and triphenyl phosphite (4.2 mL, 16 mmol) and heated to reflux for 22 hours. To the mixture, was added water (60 mL). The suspension was... The reactants are C(CCCCCCCCCCCCCCC)OCC(CN)COC (3-Hexadecyloxy-2-methoxymethylpropylamine), ClCCCS(=O)(=O)NCC(CSCCCCCCCCCCCCCCCC)OC (3-(3-chloropropylsulfonylamino)-1-hexadecylthio-2-methoxypropane). Yields the product ClCCCS(=O)(=O)NCC(COCCCCCCCCCCCCCCCC)COC (3-(3-chloropropylsulfonylamino)-1-hexadecyloxy-2-methoxymethylpropane). Reaction SMILES: [CH2:1]([O:17][CH2:18][CH:19]([CH2:22][O:23][CH3:24])[CH2:20][NH2:21])[CH2:2][CH2:3][CH2:4][CH2:5][CH2:6][CH2:7][CH2:8][CH2:9][CH2:10][CH2:11][CH2:12][CH2:13][CH2:14][CH2:15][CH3:16].[Cl:25][CH2:26][CH2:27][CH2:28][S:29](NCC(OC)CSCCCCCCCCCCCCCCCC)(=[O:31])=[O:30]>>[Cl:25][CH2:26][CH2:27][CH2:28][S:29]([NH:21][CH2:20][CH:19]([CH2:22][O:23][CH3:24])[CH2:18][O:17][CH2:1][CH2:2][CH2:3][CH2:4][CH2:5][CH2:6][CH2:7][CH2:8][CH2:9][CH2:10][CH2:11][CH2:12][CH2:13][CH2:14][CH2:15][CH3:16])(=[O:31])=[O:30]. Reported procedure: 3-Hexadecyloxy-2-methoxymethylpropylamine IVk1 is allowed to react and worked up by the same procedure as described in (4). m.p. 44°-46.5° C. The summary of the experimental condition and the physical data of the product are listed in Table 7. The reactants are CS(C)=O, CCOC(C)=O, Fc1cc(I)c(Cl)cn1, NC1CCC(O)CC1. Product: OC1CCC(Nc2cc(I)c(Cl)cn2)CC1. RXN SMILES: [CH3:10][S:11]([CH3:12])=[O:13].[CH3:22][CH2:23][O:24][C:25](=[O:26])[CH3:27].[Cl:1][c:2]1[c:3]([I:9])[cH:4][c:5]([F:8])[n:6][cH:7]1.[NH2:14][CH:15]1[CH2:16][CH2:17][CH:18]([OH:21])[CH2:19][CH2:20]1>>[Cl:1][c:2]1[c:3]([I:9])[cH:4][c:5]([NH:14][CH:15]2[CH2:16][CH2:17][CH:18]([OH:21])[CH2:19][CH2:20]2)[n:6][cH:7]1. Reactants: ClCCl, O=C(Cl)Cc1ccc(Cl)cc1, Cl, OCC1CCNCC1, c1ccncc1. The product is O=C(Cc1ccc(Cl)cc1)N1CCC(CO)CC1. As a reaction SMILES: [CH2:27]([Cl:28])[Cl:29].[Cl:15][c:16]1[cH:17][cH:18][c:19]([CH2:22][C:23](=[O:24])[Cl:25])[cH:20][cH:21]1.[ClH:26].[NH:1]1[CH2:2][CH2:3][CH:4]([CH2:7][OH:8])[CH2:5][CH2:6]1.[cH:9]1[cH:10][cH:11][n:12][cH:13][cH:14]1>>[N:1]1([C:23]([CH2:22][c:19]2[cH:18][cH:17][c:16]([Cl:15])[cH:21][cH:20]2)=[O:24])[CH2:2][CH2:3][CH:4]([CH2:7][OH:8])[CH2:5][CH2:6]1. The reactants are CC(C)(C)[Si](C)(C)Oc1ccccc1C=CC(=O)Cl, CCC=CCCOC(=O)CCC(O)CCCCC, c1ccncc1. Yields the product CCC=CCCOC(=O)CCC(CCCCC)OC(=O)C=Cc1ccccc1O[Si](C)(C)C(C)(C)C. Reaction SMILES: [C:19]([CH3:20])([CH3:21])([CH3:22])[Si:23]([O:24][c:25]1[c:26]([CH:31]=[CH:32][C:33](=[O:34])[Cl:35])[cH:27][cH:28][cH:29][cH:30]1)([CH3:36])[CH3:37].[CH2:1]([CH2:2][CH:3]=[CH:4][CH2:5][CH3:6])[O:7][C:8]([CH2:9][CH2:10][CH:11]([CH2:12][CH2:13][CH2:14][CH2:15][CH3:16])[OH:17])=[O:18].[cH:38]1[cH:39][cH:40][n:41][cH:42][cH:43]1>>[CH2:1]([CH2:2][CH:3]=[CH:4][CH2:5][CH3:6])[O:7][C:8]([CH2:9][CH2:10][CH:11]([CH2:12][CH2:13][CH2:14][CH2:15][CH3:16])[O:17][C:33]([CH:32]=[CH:31][c:26]1[c:25]([O:24][Si:23]([C:19]([CH3:20])([CH3:21])[CH3:22])([CH3:36])[CH3:37])[cH:30][cH:29][cH:28][cH:27]1)=[O:34])=[O:18]. Reactants: C=CC(=O)OCCCCCCCCOc1ccc(C(=O)O)cc1, CN(C)c1ccncc1, C(=NC1CCCCC1)=NC1CCCCC1, ClCCl, O=Cc1ccc(O)cc1. The product is C=CC(=O)OCCCCCCCCOc1ccc(C(=O)Oc2ccc(C=O)cc2)cc1. As a reaction SMILES: [C:25]([CH:26]=[CH2:27])(=[O:28])[O:29][CH2:30][CH2:31][CH2:32][CH2:33][CH2:34][CH2:35][CH2:36][CH2:37][O:38][c:39]1[cH:40][cH:41][c:42]([C:43](=[O:44])[OH:45])[cH:46][cH:47]1.[CH3:48][N:49]([CH3:50])[c:51]1[cH:52][cH:53][n:54][cH:55][cH:56]1.[CH:1]1([N:2]=[C:3]=[N:4][CH:5]2[CH2:6][CH2:7][CH2:8][CH2:9][CH2:10]2)[CH2:11][CH2:12][CH2:13][CH2:14][CH2:15]1.[Cl:57][CH2:58][Cl:59].[OH:16][c:17]1[cH:18][cH:19][c:20]([CH:21]=[O:22])[cH:23][cH:24]1>>[c:17]1([O:45][C:43]([c:42]2[cH:41][cH:40][c:39]([O:38][CH2:37][CH2:36][CH2:35][CH2:34][CH2:33][CH2:32][CH2:31][CH2:30][O:29][C:25]([CH:26]=[CH2:27])=[O:28])[cH:47][cH:46]2)=[O:44])[cH:18][cH:19][c:20]([CH:21]=[O:22])[cH:23][cH:24]1.